Task: describe an organic reaction: reactants, conditions, products, and yield. Dataset: the Open Reaction Database (ORD), a public repository of structured organic reaction records Starting materials: C=CC(C)=C (isoprene), P(O)(O)(O)=O (phosphoric acid), C(C)(=O)O (acetic acid). The product is C(C)(=O)OCC=C(C)C (prenyl acetate). As a reaction SMILES: [CH2:1]=[CH:2][C:3](=[CH2:5])[CH3:4].P(=O)(O)(O)O.[C:11]([OH:14])(=[O:13])[CH3:12]>>[C:11]([O:14][CH2:1][CH:2]=[C:3]([CH3:4])[CH3:5])(=[O:13])[CH3:12]. Procedure: Although the addition of acetic acid to isoprene in the presence of a catalytic amount of phosphoric acid will occur slowly at room temperature to yield prenyl acetate (systematically named as 3-methyl-2-buten-1-yl acetate), gentle heating of the reaction mixture in a pressure vessel at temperatures of approximately 40° C. to 100° C. is preferred if one wishes to conduct the process in several hours. Starting materials: N([C@@H](CC(C)C)C(=O)ON1C(=O)CCC1=O)C(=O)OCC1=CC=CC=C1 (Z-Leu-OSu), C(=O)(C(F)(F)F)O (TFA), CO (MeOH), II (I2). Solvent: CN(C)C=O (DMF), CCN(CC)CC (Et3N). Yields the product Amino acid, N[C@@H](CC(C)C)C(=O)O (Leu). Reaction SMILES: [NH:1](C(OCC1C=CC=CC=1)=O)[C@H:2]([C:7]([O:9]N1C(=O)CCC1=O)=[O:8])[CH2:3][CH:4]([CH3:6])[CH3:5].C(O)(C(F)(F)F)=O.CO.II>CN(C=O)C.CCN(CC)CC>[NH2:1][C@H:2]([C:7]([OH:9])=[O:8])[CH2:3][CH:4]([CH3:6])[CH3:5]. Reported procedure: Z-Leu-OSu (LXIII) (10.8 gm), and the above TFA salt (LXIV) (17.8 gm) in DMF (200 mg) and Et3N (8.4 ml), were stirred at room temperature for 24 hours. The reaction mixture was evaporated in vacuo and the resulting peptide was partitioned between H2O and CHCl3. The dried (Na2SO4) organic layer was evaporated and crystallized from acetone-MeOH to afford 17.7 gm (80%) of pure LXV: m.p. 138°-140°C; [α]D22 -35.4 (c, 1.16, MeOH); Rf1 0.86 and Rf3 0.68, single spot with I2 reagent. Amino acid analysis ...